This data is from the Open Reaction Database (ORD), a public repository of structured organic reaction records. The task is: describe an organic reaction: reactants, conditions, products, and yield The reactants are C(C)OC(CC=1C=C(C(=CC1)OC)C1=C(C=C(C=C1)C(F)(F)F)CN(C(=NCC1=CC=CC=C1)NC#N)CC)=O ([2′-(N′-Benzyl-N″-cyano-N-ethyl-guanidinomethyl)-6-methoxy-4′-trifluoromethyl-biphenyl-3-yl]-acetic acid ethyl ester), [OH-].[Li+] (lithium hydroxide), C(CC(O)(C(=O)O)CC(=O)O)(=O)O (Citric acid). Solvent: C1CCOC1 (THF), O (H2O), CCOC(=O)C (EtOAc), O (H2O). Yields the product C(C1=CC=CC=C1)N=C(N(CC)CC1=C(C=CC(=C1)C(F)(F)F)C1=CC(=CC=C1OC)CC(=O)O)NC#N ([2′-(N′-Benzyl-N″-cyano-N-ethyl-guanidinomethyl)-6-methoxy-4′-trifluoromethyl-biphenyl-3-yl]-acetic acid). RXN SMILES: C([O:3][C:4](=[O:40])[CH2:5][C:6]1[CH:7]=[C:8]([C:14]2[CH:19]=[CH:18][C:17]([C:20]([F:23])([F:22])[F:21])=[CH:16][C:15]=2[CH2:24][N:25]([CH2:38][CH3:39])[C:26]([NH:35][C:36]#[N:37])=[N:27][CH2:28][C:29]2[CH:34]=[CH:33][CH:32]=[CH:31][CH:30]=2)[C:9]([O:12][CH3:13])=[CH:10][CH:11]=1)C.[OH-].[Li+].C(O)(=O)CC(CC(O)=O)(C(O)=O)O>C1COCC1.O.CCOC(C)=O>[CH2:28]([N:27]=[C:26]([NH:35][C:36]#[N:37])[N:25]([CH2:24][C:15]1[CH:16]=[C:17]([C:20]([F:22])([F:23])[F:21])[CH:18]=[CH:19][C:14]=1[C:8]1[C:9]([O:12][CH3:13])=[CH:10][CH:11]=[C:6]([CH2:5][C:4]([OH:40])=[O:3])[CH:7]=1)[CH2:38][CH3:39])[C:29]1[CH:30]=[CH:31][CH:32]=[CH:33][CH:34]=1 |f:1.2|. Reported procedure: [2′-(N′-Benzyl-N″-cyano-N-ethyl-guanidinomethyl)-6-methoxy-4′-trifluoromethyl-biphenyl-3-yl]-acetic acid ethyl ester (0.055 g, 0.1 mmol) in THF (2 mL) and H2O (0.5 mL) was treated with lithium hydroxide (0.02 g, 0.5 mmol), and the reaction was monitored by analytical LCMS. Once no starting material was seen, the mixture was diluted with EtOAc and H2O. Citric acid was added to neutralize the solution to pH 3, and the mixture was extracted with EtOAc. The combined organic layers were washed with H... Reactants: N1=CC(=CC=C1)C=1C=CC=2C(C3=CC=CC=C3OC2C1)C1CC2CCC(C1)N2 (3-(3-pyridin-3-yl-9H-xanthen-9-yl)-8-aza-bicyclo[3.2.1]octane), N1=CC(=CC=C1)C=1C=CC=2C(C3=CC=CC=C3OC2C1)C1CC2CCC(C1)N2 (3-(3-Pyridin-3-yl-9H-xanthen-9-yl)-8-aza-bicyclo[3.2.1]octane), C(C)(=O)O[BH-](OC(C)=O)OC(C)=O.C[N+](C)(C)C (tetramethyl-ammonium triacetoxyborohydride), O1C=C(C=C1)C=O (3-furaldehyde). The solvent is C(CCl)Cl (ClCH2CH2Cl), C(Cl)Cl (CH2Cl2). Reaction conditions: time 24 hour. Product: O1C=C(C=C1)CN1C2CC(CC1CC2)C2C1=CC=CC=C1OC=1C=C(C=CC21)C=2C=NC=CC2 (8-Furan-3-ylmethyl-3-(3-pyridin-3-yl-9H-xanthen-9-yl)-8-aza-bicyclo[3.2.1]-octane). The yield is 75.0%. Reaction SMILES: [N:1]1[CH:6]=[CH:5][CH:4]=[C:3]([C:7]2[CH:8]=[CH:9][C:10]3[CH:11]([CH:21]4[CH2:27][CH:26]5[NH:28][CH:23]([CH2:24][CH2:25]5)[CH2:22]4)[C:12]4[C:17]([O:18][C:19]=3[CH:20]=2)=[CH:16][CH:15]=[CH:14][CH:13]=4)[CH:2]=1.C(O[BH-](OC(=O)C)OC(=O)C)(=O)C.C[N+](C)(C)C.[O:47]1[CH:51]=[CH:50][C:49]([CH:52]=O)=[CH:48]1>C(Cl)CCl.C(Cl)Cl>[O:47]1[CH:51]=[CH:50][C:49]([CH2:52][N:28]2[CH:23]3[CH2:24][CH2:25][CH:26]2[CH2:27][CH:21]([CH:11]2[C:10]4[CH:9]=[CH:8][C:7]([C:3]5[CH:2]=[N:1][CH:6]=[CH:5][CH:4]=5)=[CH:20][C:19]=4[O:18][C:17]4[C:12]2=[CH:13][CH:14]=[CH:15][CH:16]=4)[CH2:22]3)=[CH:48]1 |f:1.2|. Procedure details: To a solution of 3-(3-pyridin-3-yl-9H-xanthen-9-yl)-8-aza-bicyclo[3.2.1]octane, 3b (0.08 g, 0.134 mmol) in ClCH2CH2Cl (2 mL) was added tetramethyl-ammonium triacetoxyborohydride (0.053 g, 2.01 mmol) and 3-furaldehyde (0.17 mL, 2.0 mmol). The reaction was stirred at rt for 24 h. The reaction was diluted with CH2Cl2 (10 mL) and washed with 1 N NaOH. The organic phase was dried over sodium sulfate, filtered, and concentrated. The crude product was purified via reverse phase chromatography (eluent: ... Product: CCNc1ccccc1CSc1nc2cscc2[nH]1. RXN SMILES: [BrH:1].[CH2:2]([CH3:3])[NH:4][c:5]1[c:6]([CH2:7][Br:8])[cH:9][cH:10][cH:11][cH:12]1.[CH3:22][C:23](=[O:24])[CH3:25].[SH:13][c:14]1[nH:15][c:16]2[c:17]([n:18]1)[cH:19][s:20][cH:21]2>>[CH2:2]([CH3:3])[NH:4][c:5]1[c:6]([CH2:7][S:13][c:14]2[n:15][c:16]3[c:17]([nH:18]2)[cH:19][s:20][cH:21]3)[cH:9][cH:10][cH:11][cH:12]1. The reactants are Br, CCNc1ccccc1CBr, CC(C)=O, Sc1nc2cscc2[nH]1.